Dataset: the Open Reaction Database (ORD), a public repository of structured organic reaction records. Task: describe an organic reaction: reactants, conditions, products, and yield The reactants are C(C(=O)Cl)(=O)Cl (Oxalyl chloride), FC1=C(C(=O)O)C=CC=C1C(F)(F)F (2-fluoro-3-(trifluoromethyl)benzoic acid), CN(C)C=O (DMF). Run in C(Cl)Cl (DCM). Conditions: time 90 minute. Yields the product FC1=C(C(=O)Cl)C=CC=C1C(F)(F)F (2-fluoro-3-(trifluoromethyl)benzoyl chloride). Isolated yield 99.1%. Reaction SMILES: [C:1](Cl)(=O)[C:2]([Cl:4])=[O:3].[F:7][C:8]1[C:16]([C:17]([F:20])([F:19])[F:18])=[CH:15][CH:14]=[CH:13]C=1C(O)=O.CN(C=O)C>C(Cl)Cl>[F:7][C:8]1[C:16]([C:17]([F:20])([F:19])[F:18])=[CH:15][CH:14]=[CH:13][C:1]=1[C:2]([Cl:4])=[O:3]. Procedure: Oxalyl chloride (0.488 mL, 5.76 mmol) was added to a suspension of 2-fluoro-3-(trifluoromethyl)benzoic acid (1.00 g, 4.81 mmol) in DCM (10 mL) containing catalytic DMF. The reaction was stirred at room temperature for 90 minutes and solvents were removed in vacuo to afford the desired compound (1.08 g, 99%). The product was used without additional purification. The reactants are C(C)(=O)OCC (ethyl acetate), ClN1C(CCC1=O)=O (1-Chloropyrrolidine-2,5-dione), C(C1=CC=CC=C1)OC=1C(=NC=C(C1)Br)NC=1SC=C(N1)CC (3-(benzyloxy)-5-bromo-N-(4-ethylthiazol-2-yl)pyridin-2-amine). Run in C(C)#N (acetonitrile). Conditions: time 1 hour. Product: C(C1=CC=CC=C1)OC=1C(=NC=C(C1)Br)NC=1SC(=C(N1)CC)Cl (3-(benzyloxy)-5-bromo-N-(5-chloro-4-ethylthiazol-2-yl)pyridin-2-amine). Isolated yield 56.6%. Reaction SMILES: [Cl:1]N1C(=O)CCC1=O.[CH2:9]([O:16][C:17]1[C:18]([NH:24][C:25]2[S:26][CH:27]=[C:28]([CH2:30][CH3:31])[N:29]=2)=[N:19][CH:20]=[C:21]([Br:23])[CH:22]=1)[C:10]1[CH:15]=[CH:14][CH:13]=[CH:12][CH:11]=1.C(OCC)(=O)C>C(#N)C>[CH2:9]([O:16][C:17]1[C:18]([NH:24][C:25]2[S:26][C:27]([Cl:1])=[C:28]([CH2:30][CH3:31])[N:29]=2)=[N:19][CH:20]=[C:21]([Br:23])[CH:22]=1)[C:10]1[CH:11]=[CH:12][CH:13]=[CH:14][CH:15]=1. Procedure details: 1-Chloropyrrolidine-2,5-dione (0.103 g, 0.769 mmol) was added to a solution of 3-(benzyloxy)-5-bromo-N-(4-ethylthiazol-2-yl)pyridin-2-amine (0.25 g, 0.641 mmol) in acetonitrile (6 mL). The reaction mixture was stirred for 1 hour and then partitioned between ether and water. The organic layer was washed with brine, dried, and concentrated. The residue was purified by MPLC (Biotage) eluting with 6:1 hexane:ethyl acetate to afford 3-(benzyloxy)-5-bromo-N-(5-chloro-4-ethylthiazol-2-yl)pyridin-2-amin... Starting materials: COc1ccc(C(=O)N2CCC(CCS(C)(=O)=O)(c3ccc4c(c3)OCO4)C2)c(OC)c1OC, CCN(C(C)C)C(C)C, Clc1ccccc1, O=C(c1nc2ccccc2n1Cc1ccc(F)cc1)C1CCNCC1. The product is COc1ccc(C(=O)N2CCC(CCN3CCC(C(=O)c4nc5ccccc5n4Cc4ccc(F)cc4)CC3)(c3ccc4c(c3)OCO4)C2)c(OC)c1OC. Reaction SMILES: [CH3:1][O:2][c:3]1[c:4]([C:5](=[O:6])[N:7]2[CH2:8][C:9]([CH2:12][CH2:13][S:14]([CH3:15])(=[O:16])=[O:17])([c:18]3[cH:19][c:20]4[c:21]([cH:25][cH:26]3)[O:22][CH2:23][O:24]4)[CH2:10][CH2:11]2)[cH:27][cH:28][c:29]([O:33][CH3:34])[c:30]1[O:31][CH3:32].[CH:35]([N:36]([CH:37]([CH3:38])[CH3:39])[CH2:40][CH3:41])([CH3:42])[CH3:43].[Cl:69][c:70]1[cH:71][cH:72][cH:73][cH:74][cH:75]1.[F:44][c:45]1[cH:46][cH:47][c:48]([CH2:49][n:50]2[c:51]([C:59](=[O:60])[CH:61]3[CH2:62][CH2:63][NH:64][CH2:65][CH2:66]3)[n:52][c:53]3[c:54]2[cH:55][cH:56][cH:57][cH:58]3)[cH:67][cH:68]1>>[CH3:1][O:2][c:3]1[c:4]([C:5](=[O:6])[N:7]2[CH2:8][C:9]([CH2:12][CH2:13][N:64]3[CH2:63][CH2:62][CH:61]([C:59]([c:51]4[n:50]([CH2:49][c:48]5[cH:47][cH:46][c:45]([F:44])[cH:68][cH:67]5)[c:54]5[c:53]([n:52]4)[cH:58][cH:57][cH:56][cH:55]5)=[O:60])[CH2:66][CH2:65]3)([c:18]3[cH:19][c:20]4[c:21]([cH:25][cH:26]3)[O:22][CH2:23][O:24]4)[CH2:10][CH2:11]2)[cH:27][cH:28][c:29]([O:33][CH3:34])[c:30]1[O:31][CH3:32]. Starting materials: CC1(OC2=CC(=CC=C2C(C1)=O)O)C (2,2-Dimethylchroman-4-one-7-ol), [Cl-].[NH4+] (ammonium chloride), BrC1=CC=CC=C1 (Bromobenzene), [Mg] (magnesium). Solvent: O1CCCC1 (tetrahydrofuran), O1CCCC1 (tetrahydrofuran). Yields the product CC1(OC2=CC(=CC=C2C(=C1)C1=CC=CC=C1)O)C (2,2-Dimethyl-4-phenyl-2H-chromene-7-ol). Yield: 57.4%. RXN SMILES: Br[C:2]1[CH:7]=[CH:6][CH:5]=[CH:4][CH:3]=1.[Mg].[CH3:9][C:10]1([CH3:22])[CH2:19][C:18](=O)[C:17]2[C:12](=[CH:13][C:14]([OH:21])=[CH:15][CH:16]=2)[O:11]1.[Cl-].[NH4+]>O1CCCC1>[CH3:9][C:10]1([CH3:22])[CH:19]=[C:18]([C:2]2[CH:7]=[CH:6][CH:5]=[CH:4][CH:3]=2)[C:17]2[C:12](=[CH:13][C:14]([OH:21])=[CH:15][CH:16]=2)[O:11]1 |f:3.4|. Procedure: Bromobenzene (141.3 g) in dry tethydrofuran (300 ml) was added to magnesium (23.7 g) in dry tetrahydrofuran (100 ml). 2,2-Dimethylchroman-4-one-7-ol (34.5 g) in dry tetrahydrofuran (250 ml) was then added and the solution refluxed for 48 hours. The mixture was poured into ammonium chloride solution, the tetrahydrofuran layer was separated and evaporated under reduced pressure. The aqueous layer was extracted with ethyl acetate and the organic layer and the residue from the tetrahydrofuran layer ... Reactants: BrC=1C=C(C=C(C1)C1=C(C=C(C=C1)C)F)C(=O)OC (methyl 5-bromo-2′-fluoro-4′-methylbiphenyl-3-carboxylate), N1CCOCC1 (morpholine), C([O-])([O-])=O.[Cs+].[Cs+] (cesium carbonate), C1(CCCCC1)P(C1=C(C=CC=C1)C1=C(C=C(C=C1C(C)C)C(C)C)C(C)C)C1CCCCC1 (2-dicyclohexylphosphino-2′,4′,6′-triisopropyl-1,1′biphenyl), [OH-].[Na+] (sodium hydroxide). Reagents/catalysts: C(C1=CC=CC=C1)=CC(=O)C=CC1=CC=CC=C1.[Pd] (palladium dibenzylidene acetone). The solvent is CN(C(C)=O)C (N,N-dimethylacetamide), CO (methanol). Run at temperature 100 celsius, time 16 hour. Yields the product FC1=C(C=CC(=C1)C)C1=CC(=CC(=C1)N1CCOCC1)C(=O)O (2′-Fluoro-4′methyl-5-morpholin-4-ylbiphenyl-3-carboxylic acid). RXN SMILES: Br[C:2]1[CH:3]=[C:4]([C:16]([O:18]C)=[O:17])[CH:5]=[C:6]([C:8]2[CH:13]=[CH:12][C:11]([CH3:14])=[CH:10][C:9]=2[F:15])[CH:7]=1.[NH:20]1[CH2:25][CH2:24][O:23][CH2:22][CH2:21]1.C(=O)([O-])[O-].[Cs+].[Cs+].C1(P(C2CCCCC2)C2C=CC=CC=2C2C(C(C)C)=CC(C(C)C)=CC=2C(C)C)CCCCC1.[OH-].[Na+]>CN(C)C(=O)C.C(=CC(C=CC1C=CC=CC=1)=O)C1C=CC=CC=1.[Pd].CO>[F:15][C:9]1[CH:10]=[C:11]([CH3:14])[CH:12]=[CH:13][C:8]=1[C:6]1[CH:7]=[C:2]([N:20]2[CH2:25][CH2:24][O:23][CH2:22][CH2:21]2)[CH:3]=[C:4]([C:16]([OH:18])=[O:17])[CH:5]=1 |f:2.3.4,6.7,9.10|. Reported procedure: To a solution of methyl 5-bromo-2′-fluoro-4′-methylbiphenyl-3-carboxylate (408.0 mg, 1.263 mmol) in N,N-dimethylacetamide (5 mL) was added morpholine (0.17 mL, 1.9 mmol), cesium carbonate (1.23 g, 3.79 mmol), palladium dibenzylidene acetone (116.0 mg, 0.13 mmol), and 2-dicyclohexylphosphino-2′,4′,6′-triisopropyl-1,1′biphenyl (XPhos; 90.0 mg, 0.19 mmol) and the mixture heated to 100° C. After 16 h the reaction was allowed to cool to ambient temperature, filtered with methanol, and sodium hydroxid... The reactants are O[C@H]1C[C@H]2CC[C@H]3[C@@H]4CC[C@H](C(C)=O)[C@]4(CC([C@@H]3[C@]2(CC1)C)=O)C (3α-hydroxy-5β-pregnane-11,20-dione), BrBr (bromine). Run in CO (methanol), CO (methanol). The product is BrCC([C@H]1CC[C@H]2[C@@H]3CC[C@@H]4C[C@@H](CC[C@]4(C)[C@H]3C(C[C@]12C)=O)O)=O (21-Bromo-3α-hydroxy-5β-pregnane-11,20-dione). As a reaction SMILES: [OH:1][C@@H:2]1[CH2:21][CH2:20][C@@:19]2([CH3:22])[C@H:4]([CH2:5][CH2:6][C@@H:7]3[C@@H:18]2[C:17](=[O:23])[CH2:16][C@@:15]2([CH3:24])[C@H:8]3[CH2:9][CH2:10][C@@H:11]2[C:12](=[O:14])[CH3:13])[CH2:3]1.[Br:25]Br>CO>[Br:25][CH2:13][C:12](=[O:14])[C@@H:11]1[C@:15]2([CH3:24])[C@H:8]([C@H:7]3[C@H:18]([C:17](=[O:23])[CH2:16]2)[C@:19]2([CH3:22])[C@@H:4]([CH2:3][C@H:2]([OH:1])[CH2:21][CH2:20]2)[CH2:5][CH2:6]3)[CH2:9][CH2:10]1. Procedure: A stirred solution of 3α-hydroxy-5β-pregnane-11,20-dione (10 g.) in dry methanol (700 ml.) was treated at 0° with a solution of bromine (1.9 ml.) in methanol (45 ml.) at such a rate that the yellow colour disappeared before further addition. The solution was then partitioned between water and chloroform. The organic layer was washed with water, dried (Na2SO4) and evaporated. Chromatography of the residue (with benzene/ethyl acetate, 2.5:1) gave title compound (7.2 g.) as a white foam; [α]D + 100...